This data is from the Open Reaction Database (ORD), a public repository of structured organic reaction records. The task is: describe an organic reaction: reactants, conditions, products, and yield The reactants are ClC1=CC=C(C=C1)B(O)O (p-chlorophenylboronic acid), BrC1=CC=CC=C1 (bromobenzene), C([O-])([O-])=O.[Na+].[Na+] (sodium carbonate), trans-di-μ-acetato-bis[2-[bis(1,1-dimethylethyl)phosphino]-2 methylpropyl-C,P]dipalladium, [Cl-].[Li+] (lithium chloride). The solvent is O1CCCC1 (tetrahydrofuran). Yields the product ClC1=CC=C(C=C1)C1=CC=CC=C1 (4-Chlorobiphenyl). Isolated yield 97.0%. Reaction SMILES: [Cl:1][C:2]1[CH:7]=[CH:6][C:5](B(O)O)=[CH:4][CH:3]=1.Br[C:12]1[CH:17]=[CH:16][CH:15]=[CH:14][CH:13]=1.C(=O)([O-])[O-].[Na+].[Na+].[Cl-].[Li+]>O1CCCC1>[Cl:1][C:2]1[CH:7]=[CH:6][C:5]([C:12]2[CH:17]=[CH:16][CH:15]=[CH:14][CH:13]=2)=[CH:4][CH:3]=1 |f:2.3.4,5.6|. Procedure: A mixture of 100 mmol of p-chlorophenylboronic acid (15.7 g), 98 mmol of bromobenzene (15.4 g), 110 mmol of anhydrous sodium carbonate (11.7 g), 0.1 mmol of trans-di-μ-acetato-bis[2-[bis(1,1-dimethylethyl)phosphino]-2 methylpropyl-C,P]dipalladium (0.2 mol %), 10 mmol of lithium chloride (0.43 g) and 100 ml of tetrahydrofuran was refluxed for 2.5 hours. After distilling off as much of the THF as possible under atmospheric pressure and replacing it by 100 ml of toluene, the mixture was hydrolyzed ... Starting materials: ClCCl, CN(C)C=O, O=C(Cl)C(=O)Cl, O=C(O)Cc1ccc(Cl)cc1. Product: O=C(Cl)Cc1ccc(Cl)cc1. Reaction SMILES: [CH2:23]([Cl:24])[Cl:25].[CH3:18][N:19]([CH3:20])[CH:21]=[O:22].[Cl:12][C:13]([C:14]([Cl:15])=[O:16])=[O:17].[OH:1][C:2](=[O:3])[CH2:4][c:5]1[cH:6][cH:7][c:8]([Cl:9])[cH:10][cH:11]1>>[O:1]=[C:2]([CH2:4][c:5]1[cH:6][cH:7][c:8]([Cl:9])[cH:10][cH:11]1)[Cl:12]. Reactants: C1(CCCCC1)N(C(NC=1SC(=CN1)S(=O)(=O)NCC(=O)O)=O)C1CCCCC1 ([2-(3,3-dicyclohexyl-ureido)-thiazole-5-sulfonylamino]-acetic acid), C1(CCCCC1)N[C@@H]1CC[C@H](CC1)C (cyclohexyl-(trans-4-methyl-cyclohexyl)-amine), COC(=O)C1(CCC1)NS(=O)(=O)C1=CN=C(S1)N (1-(2-amino-thiazole-5-sulfonylamino)-cyclobutanecarboxylic acid methyl ester). Yields the product C1(CCCCC1)N(C(NC=1SC(=CN1)S(=O)(=O)NC1(CCC1)C(=O)O)=O)[C@@H]1CC[C@H](CC1)C (1-{2-[3-Cyclohexyl-3-(trans-4-methyl-cyclohexyl)-ureido]-thiazole-5-sulfonylamino}-cyclobutanecarboxylic acid). Reaction SMILES: [CH:1]1([N:7]([CH:24]2[CH2:29][CH2:28][CH2:27][CH2:26][CH2:25]2)[C:8](=[O:23])[NH:9][C:10]2[S:11][C:12]([S:15]([NH:18][CH2:19][C:20]([OH:22])=[O:21])(=[O:17])=[O:16])=[CH:13][N:14]=2)[CH2:6][CH2:5][CH2:4][CH2:3][CH2:2]1.[CH:30]1(N[C@H]2CC[C@H](C)CC2)[CH2:35]CCC[CH2:31]1.[CH3:44]OC(C1(NS(C2SC(N)=NC=2)(=O)=O)CCC1)=O>>[CH:24]1([N:7]([C@H:1]2[CH2:2][CH2:3][C@H:4]([CH3:44])[CH2:5][CH2:6]2)[C:8](=[O:23])[NH:9][C:10]2[S:11][C:12]([S:15]([NH:18][C:19]3([C:20]([OH:22])=[O:21])[CH2:35][CH2:30][CH2:31]3)(=[O:16])=[O:17])=[CH:13][N:14]=2)[CH2:29][CH2:28][CH2:27][CH2:26][CH2:25]1. Reported procedure: Prepared in a similar manner to [2-(3,3-dicyclohexyl-ureido)-thiazole-5-sulfonylamino]-acetic acid via cyclohexyl-(trans-4-methyl-cyclohexyl)-amine and 1-(2-amino-thiazole-5-sulfonylamino)-cyclobutanecarboxylic acid methyl ester to give the title compound. The reactants are BrB(Br)Br, COC(=O)c1cc2cc(OC)ccc2o1, ClCCl. The product is COC(=O)c1cc2cc(O)ccc2o1. As a reaction SMILES: [B:16]([Br:17])([Br:18])[Br:19].[CH3:1][O:2][C:3](=[O:4])[c:5]1[o:6][c:7]2[c:8]([cH:9]1)[cH:10][c:11]([O:14][CH3:15])[cH:12][cH:13]2.[Cl:20][CH2:21][Cl:22]>>[CH3:1][O:2][C:3](=[O:4])[c:5]1[o:6][c:7]2[c:8]([cH:9]1)[cH:10][c:11]([OH:14])[cH:12][cH:13]2. The reactants are Oc1nncc2cc(Br)ccc12, O=C([O-])[O-], CC(C)(C)C(=O)CC(=O)C(C)(C)C, CN1CCCC1=O, ClCCl, Cl[Cu], [Cs+], [Cs+], Oc1ccc(F)cc1. Product: Oc1nncc2cc(Oc3ccc(F)cc3)ccc12. RXN SMILES: [Br:1][c:2]1[cH:3][c:4]2[cH:5][n:6][n:7][c:8]([OH:12])[c:9]2[cH:10][cH:11]1.[C:34](=[O:35])([O-:36])[O-:37].[CH3:21][C:22]([CH3:23])([C:24](=[O:25])[CH2:26][C:27](=[O:28])[C:29]([CH3:30])([CH3:31])[CH3:32])[CH3:33].[CH3:45][N:46]1[CH2:47][CH2:48][CH2:49][C:50]1=[O:51].[Cl:40][CH2:41][Cl:42].[Cl:43][Cu:44].[Cs+:38].[Cs+:39].[F:13][c:14]1[cH:15][cH:16][c:17]([OH:20])[cH:18][cH:19]1>>[c:2]1([O:20][c:17]2[cH:16][cH:15][c:14]([F:13])[cH:19][cH:18]2)[cH:3][c:4]2[cH:5][n:6][n:7][c:8]([OH:12])[c:9]2[cH:10][cH:11]1. Reactants: CC(C)(C)CCNC(=O)NCCCl, CCO, Cl, O=N[O-], [Na+], O. Yields the product CC(C)(C)CCNC(=O)N(CCCl)N=O. As a reaction SMILES: [CH2:1]([CH2:2][C:3]([CH3:4])([CH3:5])[CH3:6])[NH:7][C:8](=[O:9])[NH:10][CH2:11][CH2:12][Cl:13].[CH3:14][CH2:15][OH:16].[ClH:21].[N:17](=[O:18])[O-:19].[Na+:20].[OH2:22]>>[CH2:1]([CH2:2][C:3]([CH3:4])([CH3:5])[CH3:6])[NH:7][C:8](=[O:9])[N:10]([CH2:11][CH2:12][Cl:13])[N:17]=[O:18]. The reactants are C(C)(=O)OCC.O (ethyl acetate water), [Si](C1=CC=CC=C1)(C1=CC=CC=C1)(C(C)(C)C)OC=1C=C(C=CC1)CCC(=O)C=1OC(=C(N1)C1=CC=CC=C1)C1=CC=CC=C1 (3-[3-(tert-butyldiphenylsilyloxy)phenyl]-1-(4,5-diphenyl-2-oxazolyl)-1-propanone), BrCC(=O)OCC (ethyl bromoacetate), C(=O)([O-])[O-].[K+].[K+] (K2CO3). Solvent: CN(C=O)C (N,N-dimethylformamide). Conditions: time 5 hour. Yields the product [Si](C1=CC=CC=C1)(C1=CC=CC=C1)(C(C)(C)C)OC=1C=C(CC(CC(=O)OCC)C(=O)C=2OC(=C(N2)C2=CC=CC=C2)C2=CC=CC=C2)C=CC1 (ethyl 3-[3-(tert-butyldiphenylsilyloxy)benzyl]-4-(4,5-diphenyl-2-oxazolyl)-4-oxobutyrate). Isolated yield 72.6%. RXN SMILES: [Si:1]([O:18][C:19]1[CH:20]=[C:21]([CH2:25][CH2:26][C:27]([C:29]2[O:30][C:31]([C:40]3[CH:45]=[CH:44][CH:43]=[CH:42][CH:41]=3)=[C:32]([C:34]3[CH:39]=[CH:38][CH:37]=[CH:36][CH:35]=3)[N:33]=2)=[O:28])[CH:22]=[CH:23][CH:24]=1)([C:14]([CH3:17])([CH3:16])[CH3:15])([C:8]1[CH:13]=[CH:12][CH:11]=[CH:10][CH:9]=1)[C:2]1[CH:7]=[CH:6][CH:5]=[CH:4][CH:3]=1.Br[CH2:47][C:48]([O:50][CH2:51][CH3:52])=[O:49].C([O-])([O-])=O.[K+].[K+].C(OCC)(=O)C.O>CN(C)C=O>[Si:1]([O:18][C:19]1[CH:20]=[C:21]([CH:22]=[CH:23][CH:24]=1)[CH2:25][CH:26]([C:27]([C:29]1[O:30][C:31]([C:40]2[CH:41]=[CH:42][CH:43]=[CH:44][CH:45]=2)=[C:32]([C:34]2[CH:35]=[CH:36][CH:37]=[CH:38][CH:39]=2)[N:33]=1)=[O:28])[CH2:47][C:48]([O:50][CH2:51][CH3:52])=[O:49])([C:14]([CH3:16])([CH3:17])[CH3:15])([C:8]1[CH:9]=[CH:10][CH:11]=[CH:12][CH:13]=1)[C:2]1[CH:7]=[CH:6][CH:5]=[CH:4][CH:3]=1 |f:2.3.4,5.6|. Reported procedure: A mixture of 3-[3-(tert-butyldiphenylsilyloxy)phenyl]-1-(4,5-diphenyl-2-oxazolyl)-1-propanone (526 mg), ethyl bromoacetate (1.61 g), and K2CO3 (1.34 g) in N,N-dimethylformamide (2.0 ml) was stirred at room temperature for 5 hours and poured into ethyl acetate—water. The organic layer was separated, washed with water (three times) and brine, dried over MgSO4, and evaporated in vacuo. The residue was chromatographed over silica gel to afford ethyl 3-[3-(tert-butyldiphenylsilyloxy)benzyl]-4-(4,5-di... Reactants: C(C1=CC=CC=C1)OC(=O)N[C@@H](CCC(=O)OC(C)(C)C)C (tert-butyl (4R)-4-{[(benzyloxy)carbonyl]amino}pentanoate). Reagents/catalysts: [Pd] (Pd—C). The solvent is CO (methanol). Reaction conditions: time 3 hour. Yields the product N[C@@H](CCC(=O)OC(C)(C)C)C (tert-butyl(4R)-4-aminopentanoate). Yield: 106.3%. As a reaction SMILES: C(OC([NH:11][C@H:12]([CH3:22])[CH2:13][CH2:14][C:15]([O:17][C:18]([CH3:21])([CH3:20])[CH3:19])=[O:16])=O)C1C=CC=CC=1>CO.[Pd]>[NH2:11][C@H:12]([CH3:22])[CH2:13][CH2:14][C:15]([O:17][C:18]([CH3:21])([CH3:20])[CH3:19])=[O:16]. Procedure details: To a solution of tert-butyl (4R)-4-{[(benzyloxy)carbonyl]amino}pentanoate (3.5 g, 11.4 mmol) in methanol (35 ml) was added Pd—C (0.7 g) and the mixture was stirred under a hydrogen atomosphere for 3 hours. Catalyst was-removed by filtration and the solvent was removed in vacuo to give tert-butyl(4R)-4-aminopentanoate (2.1 g). The reactants are COC(CCCCCOC1=CC=C(C=C1)[N+](=O)[O-])=O (6-(4-Nitrophenoxy)-hexanoic acid methyl ester). Reagents/catalysts: [Ni] (Raney nickel). Run in CN(C=O)C (dimethyl formamide). Conditions: time 16 hour. The product is COC(CCCCCOC1=CC=C(C=C1)N)=O (6-(4-Aminophenoxy)-hexanoic acid methyl ester). Yield: 78.8%. As a reaction SMILES: [CH3:1][O:2][C:3](=[O:19])[CH2:4][CH2:5][CH2:6][CH2:7][CH2:8][O:9][C:10]1[CH:15]=[CH:14][C:13]([N+:16]([O-])=O)=[CH:12][CH:11]=1>CN(C)C=O.[Ni]>[CH3:1][O:2][C:3](=[O:19])[CH2:4][CH2:5][CH2:6][CH2:7][CH2:8][O:9][C:10]1[CH:15]=[CH:14][C:13]([NH2:16])=[CH:12][CH:11]=1. Procedure: Method-A Through a mixture of 6-(4-aminophenoxy)-hexanoic acid hydrochloride 16 (150 g, 578 mmol) in methanol (3 L) was passed dry HCl gas at 10° C. for 1 hour and refluxed for 48 hours. Methanol (1.5 L) was distilled off, ice water (1 L) was added and the pH adjusted to 7.5 with K2CO3. Crude 17 was extracted into chloroform, washed with 5% NaHCO3 solution, then water, and then dried over Na2SO4 and distilled to give 17 (60 g, 43.8%) as a thick brown syrup. Method-B 6-(4-Nitrophenoxy)-hexanoic a... Reactants: BrC=1C=C(C=CC1OC)CNC(=O)C1=CC(=CC(=C1)C)C(=O)NCC=1C(=C2C(=NC1CC)N(N=C2)CC)NC2CCOCC2 (N-{[3-bromo-4-(methyloxy)phenyl]methyl}-N′-{[1,6-diethyl-4-(tetrahydro-2H-pyran-4-ylamino)-1H-pyrazolo[3,4-b]pyridin-5-yl]methyl}-5-methyl-1,3-benzenedicarboxamide), C[C@@H]1N(CCN(C1)CC1=CC(=CC=C1)B1OC(C(O1)(C)C)(C)C)C(=O)OC(C)(C)C (1,1-dimethylethyl (2S)-2-methyl-4-{[3-(4,4,5,5-tetramethyl-1,3,2-dioxaborolan-2-yl)phenyl]methyl}-1-piperazinecarboxylate), C([O-])([O-])=O.[K+].[K+] (potassium carbonate). The reagents and catalysts are C=1C=CC(=CC1)[P](C=2C=CC=CC2)(C=3C=CC=CC3)[Pd]([P](C=4C=CC=CC4)(C=5C=CC=CC5)C=6C=CC=CC6)([P](C=7C=CC=CC7)(C=8C=CC=CC8)C=9C=CC=CC9)[P](C=1C=CC=CC1)(C=1C=CC=CC1)C=1C=CC=CC1 (Pd(Ph3P)4). The product is C(C)N1N=CC=2C1=NC(=C(C2NC2CCOCC2)CNC(=O)C2=CC(=CC(=C2)C)C(=O)NCC=2C=C(C(=CC2)OC)C2=CC(=CC=C2)CN2C[C@@H](NCC2)C)CC (N-{[1,6-Diethyl-4-(tetrahydro-2H-pyran-4-ylamino)-1H-pyrazolo[3,4-b]pyridin-5-yl]methyl}-5-methyl-N′-[(6-(methyloxy)-3′-{[(3S)-3-methyl-1-piperazinyl]methyl}-3-biphenylyl)methyl]-1,3-benzenedicarboxamide). As a reaction SMILES: Br[C:2]1[CH:3]=[C:4]([CH2:10][NH:11][C:12]([C:14]2[CH:19]=[C:18]([CH3:20])[CH:17]=[C:16]([C:21]([NH:23][CH2:24][C:25]3[C:26]([NH:38][CH:39]4[CH2:44][CH2:43][O:42][CH2:41][CH2:40]4)=[C:27]4[CH:35]=[N:34][N:33]([CH2:36][CH3:37])[C:28]4=[N:29][C:30]=3[CH2:31][CH3:32])=[O:22])[CH:15]=2)=[O:13])[CH:5]=[CH:6][C:7]=1[O:8][CH3:9].[CH3:45][C@H:46]1[CH2:51][N:50]([CH2:52][C:53]2[CH:58]=[CH:57][CH:56]=[C:55](B3OC(C)(C)C(C)(C)O3)[CH:54]=2)[CH2:49][CH2:48][N:47]1C(OC(C)(C)C)=O.C(=O)([O-])[O-].[K+].[K+]>C1C=CC([P]([Pd]([P](C2C=CC=CC=2)(C2C=CC=CC=2)C2C=CC=CC=2)([P](C2C=CC=CC=2)(C2C=CC=CC=2)C2C=CC=CC=2)[P](C2C=CC=CC=2)(C2C=CC=CC=2)C2C=CC=CC=2)(C2C=CC=CC=2)C2C=CC=CC=2)=CC=1>[CH2:36]([N:33]1[C:28]2=[N:29][C:30]([CH2:31][CH3:32])=[C:25]([CH2:24][NH:23][C:21]([C:16]3[CH:17]=[C:18]([CH3:20])[CH:19]=[C:14]([C:12]([NH:11][CH2:10][C:4]4[CH:3]=[C:2]([C:55]5[CH:56]=[CH:57][CH:58]=[C:53]([CH2:52][N:50]6[CH2:49][CH2:48][NH:47][C@@H:46]([CH3:45])[CH2:51]6)[CH:54]=5)[C:7]([O:8][CH3:9])=[CH:6][CH:5]=4)=[O:13])[CH:15]=3)=[O:22])[C:26]([NH:38][CH:39]3[CH2:44][CH2:43][O:42][CH2:41][CH2:40]3)=[C:27]2[CH:35]=[N:34]1)[CH3:37] |f:2.3.4,^1:84,86,105,124|. Procedure: In an alternate process for the preparation of the title compound, N-{[3-bromo-4-(methyloxy)phenyl]methyl}-N′-{[1,6-diethyl-4-(tetrahydro-2H-pyran-4-ylamino)-1H-pyrazolo[3,4-b]pyridin-5-yl]methyl}-5-methyl-1,3-benzenedicarboxamide (40 mg, 0.060 mmol), 1,1-dimethylethyl (2S)-2-methyl-4-{[3-(4,4,5,5-tetramethyl-1,3,2-dioxaborolan-2-yl)phenyl]methyl}-1-piperazinecarboxylate (25.10 mg, 0.060 mmol), potassium carbonate (24.99 mg, 0.181 mmol), and Pd(Ph3P)4 (3.48 mg, 3.01 μmol) were added to a 0.5-2 m...